From a dataset of the Open Reaction Database (ORD), a public repository of structured organic reaction records. describe an organic reaction: reactants, conditions, products, and yield Starting materials: [BH4-], C1CCOC1, CCO, [N-]=[N+]=NC1CCc2c(ccc3ccccc23)NC1=O, [Na+]. Yields the product NC1CCc2c(ccc3ccccc23)NC1=O. Reaction SMILES: [BH4-:20].[CH2:22]1[O:23][CH2:24][CH2:25][CH2:26]1.[CH3:27][CH2:28][OH:29].[N:1](=[N+:2]=[N-:3])[CH:4]1[CH2:5][CH2:6][c:7]2[c:8]([cH:12][cH:13][c:14]3[cH:15][cH:16][cH:17][cH:18][c:19]23)[NH:9][C:10]1=[O:11].[Na+:21]>>[NH2:1][CH:4]1[CH2:5][CH2:6][c:7]2[c:8]([cH:12][cH:13][c:14]3[cH:15][cH:16][cH:17][cH:18][c:19]23)[NH:9][C:10]1=[O:11].